Dataset: the Open Reaction Database (ORD), a public repository of structured organic reaction records. Task: describe an organic reaction: reactants, conditions, products, and yield Starting materials: NC1=C2C=NN(C2=CC=C1)C (4-amino-1-methylindazole), BrC1=C(C(=O)O)C=CC=C1[N+](=O)[O-] (2-bromo-3-nitrobenzoic acid). The reagents and catalysts are [Cu] (copper), [Cu]I (CuI). Solvent: C(C)(C)O.CN1CCOCC1 (isopropanol N-methylmorpholine). Yields the product CN1N=CC2=C(C=CC=C12)NC1=C(C(=O)O)C=CC=C1[N+](=O)[O-] (2-[(1-methyl-1H-indazol-4-yl)amino]-3-nitrobenzoic acid). The yield is 5.0%. Reaction SMILES: [NH2:1][C:2]1[CH:10]=[CH:9][CH:8]=[C:7]2[C:3]=1[CH:4]=[N:5][N:6]2[CH3:11].Br[C:13]1[C:21]([N+:22]([O-:24])=[O:23])=[CH:20][CH:19]=[CH:18][C:14]=1[C:15]([OH:17])=[O:16]>C(O)(C)C.CN1CCOCC1.[Cu].[Cu]I>[CH3:11][N:6]1[C:7]2[C:3](=[C:2]([NH:1][C:13]3[C:21]([N+:22]([O-:24])=[O:23])=[CH:20][CH:19]=[CH:18][C:14]=3[C:15]([OH:17])=[O:16])[CH:10]=[CH:9][CH:8]=2)[CH:4]=[N:5]1 |f:2.3|. Reported procedure: A solution of 4-nitroindazole (prepared according to the literature procedures Davies, R. R. J.C.S., 1955, 2412-2423; Porter, H. D. Org. Synth. Collect. Vol I, 20, 73-74.) (2.01 g, 12.3 mmol) was added slowly to a cold (ice/water), stirred suspension of NaH (440 mg, 18.4 mmol) in DMF (20 mL) under N2. The mixture was stirred for 30 min, and a solution of MeI (1.91 g, 13.5 mmol) in DMF (10 mL) was then added. Workup gave 1-methyl-4-nitroindazole (1.79 g, 82%); mp (EtOAc/petroleum ether) 138-139° ... Starting materials: OC1=CC=C(C(=O)C2=CC=CC=C2)C=C1 (4-hydroxybenzophenone), BrCCCCCl (1-bromo-4-chlorobutane), C(C)[O-].[Na+] (sodium ethanolate), C(C)O (ethanol). The solvent is C(C)(=O)OCC (ethyl acetate), CO (methanol). Conditions: temperature 50 celsius, time 18 hour. Product: ClCCCCOC1=CC=C(C(=O)C2=CC=CC=C2)C=C1 (4-(4-chlorobutoxy)benzophenone). Reaction SMILES: [OH:1][C:2]1[CH:15]=[CH:14][C:5]([C:6]([C:8]2[CH:13]=[CH:12][CH:11]=[CH:10][CH:9]=2)=[O:7])=[CH:4][CH:3]=1.C([O-])C.[Na+].C(O)C.Br[CH2:24][CH2:25][CH2:26][CH2:27][Cl:28]>C(OCC)(=O)C.CO>[Cl:28][CH2:27][CH2:26][CH2:25][CH2:24][O:1][C:2]1[CH:3]=[CH:4][C:5]([C:6]([C:8]2[CH:13]=[CH:12][CH:11]=[CH:10][CH:9]=2)=[O:7])=[CH:14][CH:15]=1 |f:1.2|. Procedure: Combine 4-hydroxybenzophenone (347 g, 1.75 mol) and methanol (3.5 L). Heat to 50° C. and add a solution of sodium ethanolate in ethanol (718 mL, 21% by weight, 1.92 mol) over 20 minutes. Heat to reflux and add 1-bromo-4-chlorobutane (600 g, 3.5 mol) over 30 minutes. After 18 hours, cool the reaction mixture and evaporate in vacuo to obtain a residue. Add ethyl acetate (5 L) to give a solid. Filter and extract the filtrate with aqueous 10% sodium hydroxide solution and aqueous saturated sodium ch... The reactants are C(C)#N (acetonitrile), C(CCCC)C1=C(SCCCCCC(=O)OC)[C@H]([C@@H](C1)O[Si](C)(C)C(C)(C)C)\C=C\[C@H](C[C@@H](CCCC)C)O[Si](C)(C)C(C)(C)C (methyl (11R,12S,13E,15S,17R)-9-pentyl-11,15-bis(tert-butyldimethylsiloxy)-17,20-dimethyl-7-thiaprosta-8,13-dienoate), N1=CC=CC=C1.F (hydrogen fluoride-pyridine). Run in N1=CC=CC=C1 (pyridine), N1=CC=CC=C1 (pyridine). Conditions: time 15 hour. Yields the product C(CCCC)C1=C(SCCCCCC(=O)OC)[C@H]([C@@H](C1)O)\C=C\[C@H](C[C@@H](CCCC)C)O (methyl (11R,12S,13E,15S,17R)-9-pentyl-11,15-dihydroxy-17,20-dimethyl-7-thiaprosta-8,13-dienoate). Yield: 51.2%. As a reaction SMILES: C(#N)C.N1C=CC=CC=1.F.[CH2:11]([C:16]1[CH2:30][C@@H:29]([O:31][Si](C(C)(C)C)(C)C)[C@H:28](/[CH:39]=[CH:40]/[C@@H:41]([O:49][Si](C(C)(C)C)(C)C)[CH2:42][C@H:43]([CH3:48])[CH2:44][CH2:45][CH2:46][CH3:47])[C:17]=1[S:18][CH2:19][CH2:20][CH2:21][CH2:22][CH2:23][C:24]([O:26][CH3:27])=[O:25])[CH2:12][CH2:13][CH2:14][CH3:15]>N1C=CC=CC=1>[CH2:11]([C:16]1[CH2:30][C@@H:29]([OH:31])[C@H:28](/[CH:39]=[CH:40]/[C@@H:41]([OH:49])[CH2:42][C@H:43]([CH3:48])[CH2:44][CH2:45][CH2:46][CH3:47])[C:17]=1[S:18][CH2:19][CH2:20][CH2:21][CH2:22][CH2:23][C:24]([O:26][CH3:27])=[O:25])[CH2:12][CH2:13][CH2:14][CH3:15] |f:1.2|. Procedure: To a solution of ice-cooled acetonitrile (1 mL) and pyridine (0.1 mL) was added hydrogen fluoride-pyridine (0.1 mL). To this solution was added methyl (11R,12S,13E,15S,17R)-9-pentyl-11,15-bis(tert-butyldimethylsiloxy)-17,20-dimethyl-7-thiaprosta-8,13-dienoate (71 mg, 0.10 mmol) in pyridine (0.1 mL). The ice bath was removed and the solution was agitated for 15 hours while returning it to room temperature. The reaction solution was poured into a mixture of ethyl acetate and saturated aqueous sodi... Starting materials: ClC=1C=C(C=CC1Cl)C(C(O)CO[Si](C(C)(C)C)(C)C)CCN1CCC(CC1)(C1=CC=CC=C1)O (β-(3,4-dichlorophenyl)-α-[[[dimethyl(1,1-dimethylethyl)silyl]oxy]-methyl]-4-hydroxy-4-phenyl-1-piperidinebutanol), C1=CC=[NH+]C=C1.C1=CC=[NH+]C=C1.[O-][Cr](=O)(=O)O[Cr](=O)(=O)[O-] (PDC). Run in C(Cl)Cl (CH2Cl2). Reaction conditions: time 12 hour. Product: ClC=1C=C(C=CC1Cl)C(C(CO[Si](C(C)(C)C)(C)C)=O)CCN1CCC(CC1)(C1=CC=CC=C1)O (3-(3,4-dichlorophenyl)-1 -[[dimethyl(1,1 -dimethylethyl)silyl]oxy]-5-(4-hydroxy-4-phenyl-1 -piperidinyl)-2-pentanone). Isolated yield 75.1%. Reaction SMILES: [Cl:1][C:2]1[CH:3]=[C:4]([CH:9]([CH2:21][CH2:22][N:23]2[CH2:28][CH2:27][C:26]([OH:35])([C:29]3[CH:34]=[CH:33][CH:32]=[CH:31][CH:30]=3)[CH2:25][CH2:24]2)[CH:10]([CH2:12][O:13][Si:14]([CH3:20])([CH3:19])[C:15]([CH3:18])([CH3:17])[CH3:16])[OH:11])[CH:5]=[CH:6][C:7]=1[Cl:8].C1C=C[NH+]=CC=1.C1C=C[NH+]=CC=1.[O-][Cr](O[Cr]([O-])(=O)=O)(=O)=O>C(Cl)Cl>[Cl:1][C:2]1[CH:3]=[C:4]([CH:9]([CH2:21][CH2:22][N:23]2[CH2:24][CH2:25][C:26]([OH:35])([C:29]3[CH:30]=[CH:31][CH:32]=[CH:33][CH:34]=3)[CH2:27][CH2:28]2)[C:10](=[O:11])[CH2:12][O:13][Si:14]([CH3:20])([CH3:19])[C:15]([CH3:16])([CH3:17])[CH3:18])[CH:5]=[CH:6][C:7]=1[Cl:8] |f:1.2.3|. Reported procedure: Treat a solution of the alcohol from Step 1 (21.5 g, 39.8 mmol) in CH2Cl2 (600 mL) with PDC (22.5 g, 59.9 mmol). Stir the resulting black mixture for 12 h. Filter the reaction mixture through a plug of celite and wash plug with CH2Cl2 (200 mL) and EtOAc (200 mL). Concentrate the filtrate under reduced pressure to give the crude product as a black oil. Purify by silica gel chromatography (column: 10 cm ×24 cm; pack column in CH2Cl2 and elute using a gradient of 100% CH2 Cl2 to 5% CH3OH(NH3)/CH2Cl... Reaction SMILES: [C:30](=[O:31])([O-:32])[O-:33].[CH2:1]([c:2]1[cH:3][cH:4][cH:5][cH:6][cH:7]1)[c:8]1[nH:9][c:10]2[cH:11][cH:12][c:13]([N+:17](=[O:18])[O-:19])[cH:14][c:15]2[cH:16]1.[CH3:42][CH2:43][O:44][C:45](=[O:46])[CH3:47].[Cl:21][CH2:22][CH2:23][CH:24]1[N:25]([CH3:29])[CH2:26][CH2:27][CH2:28]1.[ClH:20].[K+:34].[K+:35].[O:36]=[CH:37][N:38]([CH3:39])[CH3:40].[OH2:41]>>[CH2:1]([c:2]1[cH:3][cH:4][cH:5][cH:6][cH:7]1)[c:8]1[n:9]([CH2:22][CH2:23][CH:24]2[N:25]([CH3:29])[CH2:26][CH2:27][CH2:28]2)[c:10]2[cH:11][cH:12][c:13]([N+:17](=[O:18])[O-:19])[cH:14][c:15]2[cH:16]1. The reactants are O=C([O-])[O-], O=[N+]([O-])c1ccc2[nH]c(Cc3ccccc3)cc2c1, CCOC(C)=O, CN1CCCC1CCCl, Cl, [K+], [K+], CN(C)C=O, O. The product is CN1CCCC1CCn1c(Cc2ccccc2)cc2cc([N+](=O)[O-])ccc21.